describe an organic reaction: reactants, conditions, products, and yield From a dataset of the Open Reaction Database (ORD), a public repository of structured organic reaction records. Starting materials: OC1CCCC1, Cl, Cl, NC(CC1CCCCC1)C(O)C(=O)O. Product: Cl, NC(CC1CCCCC1)C(O)C(=O)OC1CCCC1. As a reaction SMILES: [CH:17]1([OH:22])[CH2:18][CH2:19][CH2:20][CH2:21]1.[ClH:1].[ClH:2].[NH2:3][CH:4]([CH:5]([C:6](=[O:7])[OH:8])[OH:9])[CH2:10][CH:11]1[CH2:12][CH2:13][CH2:14][CH2:15][CH2:16]1>>[ClH:1].[NH2:3][CH:4]([CH:5]([C:6]([O:7][CH:17]1[CH2:18][CH2:19][CH2:20][CH2:21]1)=[O:8])[OH:9])[CH2:10][CH:11]1[CH2:12][CH2:13][CH2:14][CH2:15][CH2:16]1. Reactants: BrCC=1C(=C(C=CC1)S(=O)(=O)NC(C)(C)C)C(=O)OCC (3-bromomethyl-2-carboethoxy-N-(1,1-dimethylethyl)benzenesulfonamide). Run in FC(C(=O)O)(F)F (trifluoroacetic acid). The product is BrCC=1C(=C(C=CC1)S(=O)(=O)N)C(=O)OCC (3-Bromomethyl-2-carboethoxybenzenesulfonamide). The yield is 80.5%. As a reaction SMILES: [Br:1][CH2:2][C:3]1[C:4]([C:17]([O:19][CH2:20][CH3:21])=[O:18])=[C:5]([S:9]([NH:12]C(C)(C)C)(=[O:11])=[O:10])[CH:6]=[CH:7][CH:8]=1>FC(F)(F)C(O)=O>[Br:1][CH2:2][C:3]1[C:4]([C:17]([O:19][CH2:20][CH3:21])=[O:18])=[C:5]([S:9]([NH2:12])(=[O:10])=[O:11])[CH:6]=[CH:7][CH:8]=1. Procedure details: A solution of 5.7 g of 3-bromomethyl-2-carboethoxy-N-(1,1-dimethylethyl)benzenesulfonamide in 60 mL of trifluoroacetic acid was stirred at room temperature for 16 hours. Concentration provided a viscous oil which was triturated with n-butyl chloride. The solids were collected to yield 3.91 g of a white solid, m.p. 138°-140° C. Starting materials: CCC(CC)n1cc(C)nc(S(C)(=O)=O)c1=O, COc1cc(C)c2c(c1)CCN2, Cl. The product is CCC(CC)n1cc(C)nc(N2CCc3cc(OC)cc(C)c32)c1=O. As a reaction SMILES: [CH2:1]([CH3:2])[CH:3]([CH2:4][CH3:5])[n:6]1[c:7](=[O:17])[c:8]([S:13]([CH3:14])(=[O:15])=[O:16])[n:9][c:10]([CH3:12])[cH:11]1.[CH3:19][O:20][c:21]1[cH:22][c:23]2[c:27]([c:28]([CH3:30])[cH:29]1)[NH:26][CH2:25][CH2:24]2.[ClH:18]>>[CH2:1]([CH3:2])[CH:3]([CH2:4][CH3:5])[n:6]1[c:7](=[O:17])[c:8]([N:26]2[CH2:25][CH2:24][c:23]3[cH:22][c:21]([O:20][CH3:19])[cH:29][c:28]([CH3:30])[c:27]32)[n:9][c:10]([CH3:12])[cH:11]1. The reactants are BrC=1C=C2CC3(C(NC2=NC1)=O)CCC(CC3)=O (6′-bromo-1′H-spiro[cyclohexane-1,3′-[1,8]naphthyridine]-2′,4(4′H)-dione), C(=O)([O-])[O-].[Na+].[Na+] (Na2CO3), Cl.NO (hydroxylamine hydrochloride). Solvent: C(C)O.O (ethanol water), O (water). Reaction conditions: temperature 27.5 celsius, time 4 hour. The product is BrC=1C=C2CC3(C(NC2=NC1)=O)CCC(CC3)=NO (6′-bromo-4-(hydroxyimino)-1′H-spiro[cyclohexane-1,3′-[1,8]naphthyridin]-2′(4′H)-one). Isolated yield 54.6%. Reaction SMILES: [Br:1][C:2]1[CH:3]=[C:4]2[C:9](=[N:10][CH:11]=1)[NH:8][C:7](=[O:12])[C:6]1([CH2:17][CH2:16][C:15](=O)[CH2:14][CH2:13]1)[CH2:5]2.C([O-])([O-])=O.[Na+].[Na+].Cl.[NH2:26][OH:27]>C(O)C.O.O>[Br:1][C:2]1[CH:3]=[C:4]2[C:9](=[N:10][CH:11]=1)[NH:8][C:7](=[O:12])[C:6]1([CH2:17][CH2:16][C:15](=[N:26][OH:27])[CH2:14][CH2:13]1)[CH2:5]2 |f:1.2.3,4.5,6.7|. Reported procedure: To a stirred solution of 6′-bromo-1′H-spiro[cyclohexane-1,3′-[1,8]naphthyridine]-2′,4(4′H)-dione (P) (0.35 g, 1.13 mmol) in ethanol/water (18 mL/2 mL) were added Na2CO3 (0.6 g, 5.68 mmol) and hydroxylamine hydrochloride (0.39 g, 5.68 mmol) at 20-35° C. and the reaction mixture was allowed to stir at 20-35° C. for 4 h. Then the reaction mixture was diluted with water (50 mL) and extracted with ethyl acetate (2×50 mL). The organic layer was washed with water (50 mL), brine (50 mL), dried over anhy... Reactants: C1(=CC=CC=C1)OC (anisole), C(C1=CC=CC=C1)(C1=CC=CC=C1)OC(=O)C=1N2C(C(C2SCC1C1=CN=C(S1)SC)NC(CC=1SC=CC1)=O)=O (2-benzhydryloxycarbonyl-3-(2-methylthiothiazol-5-yl)-8-oxo-7-(thien-2-yl-acetamido)-5-thia-1-azabicyclo[4.2.0]oct-2-ene), [Cl-].[Al+3].[Cl-].[Cl-] (aluminium chloride). Run in C(Cl)Cl (methylene chloride), [N+](=O)([O-])C (nitromethane), C(C)(=O)OCC (ethyl acetate). Reaction conditions: time 2 hour. Yields the product C(=O)(O)C=1N2C(C(C2SCC1C1=CN=C(S1)SC)NC(CC=1SC=CC1)=O)=O (2-Carboxy-3-(2-methylthio-thiazol-5-yl)-8-oxo-7-(thien-2-yl-acetamido)-5-thia-1-azabicyclo[4.2.0]oct-2-ene). Isolated yield 67.9%. As a reaction SMILES: [Cl-].[Al+3].[Cl-].[Cl-].C([O:18][C:19]([C:21]1[N:22]2[CH:25]([S:26][CH2:27][C:28]=1[C:29]1[S:33][C:32]([S:34][CH3:35])=[N:31][CH:30]=1)[CH:24]([NH:36][C:37](=[O:44])[CH2:38][C:39]1[S:40][CH:41]=[CH:42][CH:43]=1)[C:23]2=[O:45])=[O:20])(C1C=CC=CC=1)C1C=CC=CC=1.C1(OC)C=CC=CC=1>[N+](C)([O-])=O.C(Cl)Cl.C(OCC)(=O)C>[C:19]([C:21]1[N:22]2[CH:25]([S:26][CH2:27][C:28]=1[C:29]1[S:33][C:32]([S:34][CH3:35])=[N:31][CH:30]=1)[CH:24]([NH:36][C:37](=[O:44])[CH2:38][C:39]1[S:40][CH:41]=[CH:42][CH:43]=1)[C:23]2=[O:45])([OH:20])=[O:18] |f:0.1.2.3|. Procedure details: A solution of aluminium chloride (1.04 g) in nitromethane (25 cc) is added in 10 minutes, to a solution, cooled to -8° C., of 2-benzhydryloxycarbonyl-3-(2-methylthiothiazol-5-yl)-8-oxo-7-(thien-2-yl-acetamido)-5-thia-1-azabicyclo[4.2.0]oct-2-ene (1.61 g) in dry methylene chloride (40 cc) containing anisole (4 cc), and the reaction mixture is stirred for 2 hours at a temperature of between -8° C. and 0° C. The reaction mixture is diluted with ethyl acetate (200 cc) and distilled water (200 cc) ac... As a reaction SMILES: [C:22]12([C:32](=[O:33])[Cl:34])[CH2:23][CH:24]3[CH2:25][CH:26]([CH2:27][CH:28]([CH2:29]1)[CH2:30]3)[CH2:31]2.[CH2:41]([Cl:42])[Cl:43].[c:1]1(-[c:7]2[c:8]([CH2:19][CH2:20][OH:21])[c:9]3[n:10]([c:11]4[n:12]2[n:13][n:14][n:15]4)[n:16][cH:17][n:18]3)[cH:2][cH:3][cH:4][cH:5][cH:6]1.[cH:35]1[cH:36][cH:37][n:38][cH:39][cH:40]1>>[c:1]1(-[c:7]2[c:8]([CH2:19][CH2:20][O:21][C:32]([C:22]34[CH2:23][CH:24]5[CH2:25][CH:26]([CH2:27][CH:28]([CH2:29]3)[CH2:30]5)[CH2:31]4)=[O:33])[c:9]3[n:10]([c:11]4[n:12]2[n:13][n:14][n:15]4)[n:16][cH:17][n:18]3)[cH:2][cH:3][cH:4][cH:5][cH:6]1. Reactants: O=C(Cl)C12CC3CC(CC(C3)C1)C2, ClCCl, OCCc1c(-c2ccccc2)n2nnnc2n2ncnc12, c1ccncc1. The product is O=C(OCCc1c(-c2ccccc2)n2nnnc2n2ncnc12)C12CC3CC(CC(C3)C1)C2.